From a dataset of the Open Reaction Database (ORD), a public repository of structured organic reaction records. describe an organic reaction: reactants, conditions, products, and yield The reactants are CCOC(=O)Cc1cc(Cl)c(O)c(Br)c1, FC(F)(F)CI, [K+], [K+], O=C([O-])[O-], CN(C)C=O, O. The product is CCOC(=O)Cc1cc(Cl)c(OCC(F)(F)F)c(Br)c1. As a reaction SMILES: [Br:1][c:2]1[cH:3][c:4]([CH2:10][C:11](=[O:12])[O:13][CH2:14][CH3:15])[cH:5][c:6]([Cl:9])[c:7]1[OH:8].[F:22][C:23]([CH2:24][I:25])([F:26])[F:27].[K+:16].[K+:17].[O-:18][C:19]([O-:20])=[O:21].[O:29]=[CH:30][N:31]([CH3:32])[CH3:33].[OH2:28]>>[Br:1][c:2]1[cH:3][c:4]([CH2:10][C:11](=[O:12])[O:13][CH2:14][CH3:15])[cH:5][c:6]([Cl:9])[c:7]1[O:8][CH2:24][C:23]([F:22])([F:26])[F:27]. Starting materials: C(#N)C1=CC=C(C=C1)C1C(=C(N(C(N1CC=1C=C(C(=O)OC(C)(C)C)C=CC1)=O)C1=CC(=CC=C1)C(F)(F)F)C)C(=O)C=1OC=CC1 (tert.-Butyl 3-{[6-(4-cyanophenyl)-5-(2-furoyl)-4-methyl-2-oxo-3-[3-(trifluoromethyl)phenyl]-3,6-dihydropyrimidin-1(2H)-yl]methyl}benzoate). Run in FC(C(=O)O)(F)F (trifluoroacetic acid). Conditions: time 15 minute. Yields the product C(#N)C1=CC=C(C=C1)C1C(=C(N(C(N1CC=1C=C(C(=O)O)C=CC1)=O)C1=CC(=CC=C1)C(F)(F)F)C)C(=O)C=1OC=CC1 (3-{[6-(4-Cyanophenyl)-5-(2-furoyl)-4-methyl-2-oxo-3-[3-(trifluoromethyl)phenyl]-3,6-dihydropyrimidin-1(2H)-yl]methyl}benzoic acid). RXN SMILES: [C:1]([C:3]1[CH:8]=[CH:7][C:6]([CH:9]2[N:14]([CH2:15][C:16]3[CH:17]=[C:18]([CH:26]=[CH:27][CH:28]=3)[C:19]([O:21]C(C)(C)C)=[O:20])[C:13](=[O:29])[N:12]([C:30]3[CH:35]=[CH:34][CH:33]=[C:32]([C:36]([F:39])([F:38])[F:37])[CH:31]=3)[C:11]([CH3:40])=[C:10]2[C:41]([C:43]2[O:44][CH:45]=[CH:46][CH:47]=2)=[O:42])=[CH:5][CH:4]=1)#[N:2]>FC(F)(F)C(O)=O>[C:1]([C:3]1[CH:8]=[CH:7][C:6]([CH:9]2[N:14]([CH2:15][C:16]3[CH:17]=[C:18]([CH:26]=[CH:27][CH:28]=3)[C:19]([OH:21])=[O:20])[C:13](=[O:29])[N:12]([C:30]3[CH:35]=[CH:34][CH:33]=[C:32]([C:36]([F:39])([F:38])[F:37])[CH:31]=3)[C:11]([CH3:40])=[C:10]2[C:41]([C:43]2[O:44][CH:45]=[CH:46][CH:47]=2)=[O:42])=[CH:5][CH:4]=1)#[N:2]. Procedure details: tert-Butyl 3-{[6-(4-cyanophenyl)-5-(2-furoyl)-4-methyl-2-oxo-3-[3-(trifluoromethyl)phenyl]-3,6-dihydropyrimidin-1(2H)-yl]methyl}benzoate (Example 43) (50 mg, 0.078 mmol) is dissolved in trifluoroacetic acid (2 ml). After 15 minutes stirring, the solution is concentrated in vacuo and the residue is purified by preparative HPLC (RP18 column; eluent: acetonitrile/water 10:90→90:10). The reactants are C=1C=CC(=CC1)OC=2C(=CC(=CC2S(=O)(=O)N)C(=O)O)N3CCCC3 (piretanide), ClCC#N (chloroacetonitrile). The solvent is CN(C)C=O (DMF). The product is NS(=O)(=O)C=1C=C(C(=O)OCC#N)C=C(C1OC1=CC=CC=C1)N1CCCC1 (cyanomethyl 3-aminosulfonyl-4-phenoxy-5-(1-pyrrolidinyl)benzoate). As a reaction SMILES: [CH:1]1[CH:2]=[CH:3][C:4]([O:7][C:8]2[C:9]([N:21]3[CH2:25][CH2:24][CH2:23][CH2:22]3)=[CH:10][C:11]([C:18]([OH:20])=[O:19])=[CH:12][C:13]=2[S:14]([NH2:17])(=[O:16])=[O:15])=[CH:5][CH:6]=1.Cl[CH2:27][C:28]#[N:29]>CN(C=O)C>[NH2:17][S:14]([C:13]1[CH:12]=[C:11]([CH:10]=[C:9]([N:21]2[CH2:22][CH2:23][CH2:24][CH2:25]2)[C:8]=1[O:7][C:4]1[CH:5]=[CH:6][CH:1]=[CH:2][CH:3]=1)[C:18]([O:20][CH2:27][C:28]#[N:29])=[O:19])(=[O:16])=[O:15]. Procedure: In a similar manner to Example 2, piretanide can be reacted with chloroacetonitrile in DMF to yield cyanomethyl 3-aminosulfonyl-4-phenoxy-5-(1-pyrrolidinyl)benzoate. Starting materials: NO (hydroxylamine), C1(=CC=CC=C1)C(C1=CC=CC=C1)N(CCC(=O)OCC)S(=O)(=O)C1=CC=C(C=C1)OC (ethyl 3-[(diphenylmethyl)-(4-methoxybenzene-sulfonyl)-amino]-propionate), Cl (HCl). Run in C(C)OCC (diethyl ether). Run at time 8 hour. Product: ONC(CCN(S(=O)(=O)C1=CC=C(C=C1)OC)C(C1=CC=CC=C1)C1=CC=CC=C1)=O (N-Hydroxy-3-[(diphenylmethyl)-(4-methoxybenzenesulfonyl)-amino]-propionamide). The yield is 48.0%. Reaction SMILES: [NH2:1][OH:2].[C:3]1([CH:9]([N:16]([S:24]([C:27]2[CH:32]=[CH:31][C:30]([O:33][CH3:34])=[CH:29][CH:28]=2)(=[O:26])=[O:25])[CH2:17][CH2:18][C:19](OCC)=[O:20])[C:10]2[CH:15]=[CH:14][CH:13]=[CH:12][CH:11]=2)[CH:8]=[CH:7][CH:6]=[CH:5][CH:4]=1.Cl>C(OCC)C>[OH:2][NH:1][C:19](=[O:20])[CH2:18][CH2:17][N:16]([CH:9]([C:10]1[CH:15]=[CH:14][CH:13]=[CH:12][CH:11]=1)[C:3]1[CH:8]=[CH:7][CH:6]=[CH:5][CH:4]=1)[S:24]([C:27]1[CH:32]=[CH:31][C:30]([O:33][CH3:34])=[CH:29][CH:28]=1)(=[O:26])=[O:25]. Reported procedure: Freshly prepared hydroxylamine reagent (8 mL; 8 mmol) was added to ethyl 3-[(diphenylmethyl)-(4-methoxybenzene-sulfonyl)-amino]-propionate (563 mg; 1.24 mmol) and the resulting mixture stirred overnight at room temperature. The mixture was poured into 1 N HCl (100 mL) and extracted with CH2Cl2 (2×50 mL). The combined extracts were washed with saturated aqueous NaCl (100 mL), dried over MgSO4, and evaporated under reduced pressure to give crude product. Trituration with diethyl ether afforded 262...